The task is: describe an organic reaction: reactants, conditions, products, and yield. This data is from the Open Reaction Database (ORD), a public repository of structured organic reaction records. The reactants are [Al+3], COc1cc(Cl)ccc1Br, CCc1ccc(C(=O)O)cc1, CN(C)C=O, [Cl-], [Cl-], [Cl-], O=C(Cl)C(=O)Cl, ClCCl, O. Yields the product CCc1ccc(C(=O)c2cc(Br)c(OC)cc2Cl)cc1. Reaction SMILES: [Al+3:29].[Br:18][c:19]1[c:20]([O:26][CH3:27])[cH:21][c:22]([Cl:25])[cH:23][cH:24]1.[CH2:1]([CH3:2])[c:3]1[cH:4][cH:5][c:6]([C:7](=[O:8])[OH:9])[cH:10][cH:11]1.[CH3:36][N:37]([CH3:38])[CH:39]=[O:40].[Cl-:28].[Cl-:30].[Cl-:31].[Cl:12][C:13]([C:14]([Cl:15])=[O:16])=[O:17].[Cl:32][CH2:33][Cl:34].[OH2:35]>>[CH2:1]([CH3:2])[c:3]1[cH:4][cH:5][c:6]([C:7](=[O:9])[c:23]2[c:22]([Cl:25])[cH:21][c:20]([O:26][CH3:27])[c:19]([Br:18])[cH:24]2)[cH:10][cH:11]1. Procedure details: In a manner similar to that of Example 9(a), by reacting 500 mg (1.54 mmol) of 5-(3′-ethylamino-biphenyl-4-ylmethylene)thiazolidine-2,4-dione with 340 μl (3.1 mmol) of phenyl isocyanate, 650 mg (95%) of the expected product are obtained in the form of a yellow solid. The yield is 95.2%. Reaction SMILES: [CH2:1]([NH:3][C:4]1[CH:5]=[C:6]([C:10]2[CH:15]=[CH:14][C:13]([CH:16]=[C:17]3[S:21][C:20](=[O:22])[NH:19][C:18]3=[O:23])=[CH:12][CH:11]=2)[CH:7]=[CH:8][CH:9]=1)[CH3:2].[C:24]1([N:30]=[C:31]=[O:32])[CH:29]=[CH:28][CH:27]=[CH:26][CH:25]=1>>[O:22]=[C:20]1[NH:19][C:18](=[O:23])[C:17](=[CH:16][C:13]2[CH:12]=[CH:11][C:10]([C:6]3[CH:7]=[CH:8][CH:9]=[C:4]([N:3]([CH2:1][CH3:2])[C:31]([NH:30][C:24]4[CH:29]=[CH:28][CH:27]=[CH:26][CH:25]=4)=[O:32])[CH:5]=3)=[CH:15][CH:14]=2)[S:21]1. Product: O=C1SC(C(N1)=O)=CC1=CC=C(C=C1)C1=CC(=CC=C1)N(C(=O)NC1=CC=CC=C1)CC (1-[4′-(2,4-Dioxothiazolidin-5-ylidene-methyl)biphenyl-3-yl]-1-ethyl-3-phenylurea). The reactants are C(C)NC=1C=C(C=CC1)C1=CC=C(C=C1)C=C1C(NC(S1)=O)=O (5-(3′-ethylamino-biphenyl-4-ylmethylene)thiazolidine-2,4-dione), C1(=CC=CC=C1)N=C=O (phenyl isocyanate). The reactants are C(C)OC(CC1=CC(=C(C=C1)[N+](=O)[O-])OCC1=CC=CC=C1)=O ((3-benzyloxy-4-nitrophenyl)-acetic acid ethyl ester), C(C1=CC=CC=C1)OC1=C(C#N)C(=CC=C1)F (2-benzyloxy-6-fluorobenzonitrile), C(=O)([O-])[O-].[Cs+].[Cs+] (Cs2CO3). The solvent is CN(C)C=O (DMF), CN(C)C=O (DMF), CCOC(=O)C (EtOAc). Conditions: temperature 80 celsius, time 16 hour. Product: C(C1=CC=CC=C1)OC1=C(C#N)C(=CC=C1)CC1=CC(=C(C=C1)[N+](=O)[O-])OCC1=CC=CC=C1 (2-benzyloxy-6-(3-benzyloxy-4-nitrobenzyl)-benzonitrile). As a reaction SMILES: C(O[C:4](=O)[CH2:5][C:6]1[CH:11]=[CH:10][C:9]([N+:12]([O-:14])=[O:13])=[C:8]([O:15][CH2:16][C:17]2[CH:22]=[CH:21][CH:20]=[CH:19][CH:18]=2)[CH:7]=1)C.[CH2:24]([O:31][C:32]1[CH:39]=[CH:38][CH:37]=C(F)[C:33]=1[C:34]#[N:35])[C:25]1[CH:30]=[CH:29][CH:28]=[CH:27][CH:26]=1.C([O-])([O-])=O.[Cs+].[Cs+]>CN(C=O)C.CCOC(C)=O>[CH2:24]([O:31][C:32]1[CH:39]=[CH:38][CH:37]=[C:4]([CH2:5][C:6]2[CH:11]=[CH:10][C:9]([N+:12]([O-:14])=[O:13])=[C:8]([O:15][CH2:16][C:17]3[CH:18]=[CH:19][CH:20]=[CH:21][CH:22]=3)[CH:7]=2)[C:33]=1[C:34]#[N:35])[C:25]1[CH:30]=[CH:29][CH:28]=[CH:27][CH:26]=1 |f:2.3.4|. Procedure details: (3-Benzyloxy-4-nitrophenyl)-acetic acid ethyl ester (Step C) (1.90 g, 6.03 mmol) and 2-benzyloxy-6-fluorobenzonitrile (Step D) (2.74 g, 12.1 mmol) are dissolved in DMF (18 mL) and added dropwise to a suspension of Cs2CO3 (5.89 g, 18.1 mmol) in DMF (18 mL). The mixture is heated to 80° C. for 1.5 h, then stirred at 60° C. for 16 h. The mixture is diluted with EtOAc (350 mL) and extracted with 1N HCl (2×75 mL), followed by brine (75 mL). The organic phase is dried over Na2SO4 and concentrated. The... Reaction SMILES: [CH3:1][O:2][C:3]1[N:8]=[C:7]2[C:9]([C:13]3[N:29](S(C4C=CC(C)=CC=4)(=O)=O)[C:16]4=[N:17][CH:18]=[CH:19][C:20]([CH2:21][O:22][C:23]5[CH:28]=[CH:27][CH:26]=[CH:25][CH:24]=5)=[C:15]4[CH:14]=3)=[CH:10][N:11]([CH3:12])[C:6]2=[CH:5][C:4]=1[O:40][CH3:41].[OH-].[K+]>>[CH3:1][O:2][C:3]1[N:8]=[C:7]2[C:9]([C:13]3[NH:29][C:16]4=[N:17][CH:18]=[CH:19][C:20]([CH2:21][O:22][C:23]5[CH:24]=[CH:25][CH:26]=[CH:27][CH:28]=5)=[C:15]4[CH:14]=3)=[CH:10][N:11]([CH3:12])[C:6]2=[CH:5][C:4]=1[O:40][CH3:41] |f:1.2|. The yield is 93.1%. Procedure details: The product is prepared by following the procedure described in example 34 stage (k), starting with 0.140 g of 5,6-dimethoxy-1-methyl-3-[4-phenoxymethyl-1-(toluene-4-sulfonyl)-1H-pyrrolo[2,3-b]pyridin-2-yl]-1H-pyrrolo[3,2-b]pyridine instead of the cyclopropyl-[2-(5,6-dimethoxy-1-methyl-1H-pyrrolo[3,2-b]pyridin-3-yl)-1-(toluene-4-sulfonyl)-1H-pyrrolo[2,3-b]pyridin-4-ylmethyl]amine used in example 34 stage (k) and 1.2 cm3 of 5N potassium hydroxide. 0.095 g of 5,6-dimethoxy-1-methyl-3-(4-phenoxymet... Product: COC1=C(C=C2C(=N1)C(=CN2C)C2=CC=1C(=NC=CC1COC1=CC=CC=C1)N2)OC (5,6-dimethoxy-1-methyl-3-(4-phenoxymethyl-1H-pyrrolo[2,3-b]pyridin-2-yl)-1H-pyrrolo[3,2-b]pyridine). The reactants are COC1=C(C=C2C(=N1)C(=CN2C)C2=CC=1C(=NC=CC1COC1=CC=CC=C1)N2S(=O)(=O)C2=CC=C(C=C2)C)OC (5,6-dimethoxy-1-methyl-3-[4-phenoxymethyl-1-(toluene-4-sulfonyl)-1H-pyrrolo[2,3-b]pyridin-2-yl]-1H-pyrrolo[3,2-b]pyridine), [OH-].[K+] (potassium hydroxide). Starting materials: crude solution, CNCCCC (N-methyl butylamine), CC1=C(C2=C(C=3N1N=NN3)N=C(N2CCCS(=O)(=O)C2=CC=C(C(=O)Cl)C=C2)CCC)C (4-[3-(5,6-dimethyl-8-propyl-7H-imidazo[4,5-c]tetrazolo[1,5-a]pyridin-7-yl)propane-1-sulfonyl]benzoyl chloride), CNCCCC (N-methyl butylamine), N1CCOCC1 (morpholine), C(CCC)N(C(C1=CC=C(C=C1)S(=O)(=O)CCCN1C(=NC=2C=3N(C(=C(C21)C)C)N=NN3)CCC)=O)C (N-Butyl-4-[3-(5,6-dimethyl-8-propyl-7H-imidazo[4,5-c]tetrazolo[1,5-a]pyridin-7-yl)propane-1-sulfonyl]N-methyl benzamide). Solvent: ClCCl (dichloromethane). Conditions: time 8 hour. Product: NC1=NC(=C(C2=C1N=C(N2CCCS(=O)(=O)C2=CC=C(C(=O)N(C)CCCC)C=C2)CCC)C)C (4-[3-(4-amino-6,7-dimethyl-2-propyl-1H-imidazo[4,5-c]pyridin-1-yl)propane-1-sulfonyl]-N-butyl-N-methylbenzamide). Isolated yield 76.8%. Reaction SMILES: CC1N2N=NN=C2C2N=C(CCC)N(CCCS(C3C=CC(C(Cl)=O)=CC=3)(=O)=O)C=2C=1C.CNCCCC.N1CCOCC1.[CH2:45]([N:49]([CH3:81])[C:50](=[O:80])[C:51]1[CH:56]=[CH:55][C:54]([S:57]([CH2:60][CH2:61][CH2:62][N:63]2[C:71]3[C:70]([CH3:72])=[C:69]([CH3:73])[N:68]4N=N[N:76]=[C:67]4[C:66]=3[N:65]=[C:64]2[CH2:77][CH2:78][CH3:79])(=[O:59])=[O:58])=[CH:53][CH:52]=1)[CH2:46][CH2:47][CH3:48]>ClCCl>[NH2:76][C:67]1[C:66]2[N:65]=[C:64]([CH2:77][CH2:78][CH3:79])[N:63]([CH2:62][CH2:61][CH2:60][S:57]([C:54]3[CH:55]=[CH:56][C:51]([C:50]([N:49]([CH2:45][CH2:46][CH2:47][CH3:48])[CH3:81])=[O:80])=[CH:52][CH:53]=3)(=[O:59])=[O:58])[C:71]=2[C:70]([CH3:72])=[C:69]([CH3:73])[N:68]=1. Procedure: The general methods described in Example 101 were used with the following modifications. To one-third of the crude solution of 4-[3-(5,6-dimethyl-8-propyl-7H-imidazo[4,5-c]tetrazolo[1,5-a]pyridin-7-yl)propane-1-sulfonyl]benzoyl chloride in dichloromethane, described in Part B of Example 101, was added N-methyl butylamine (0.583 mL, 4.92 mmol) in lieu of morpholine, and the reaction was stirred overnight. Additional N-methyl butylamine (0.5 mL) was added, and the reaction was stirred for two hour... The reactants are CC1N(N=C(C2=C(C1)C=C1C(=C2)OCO1)C1=CC=C(C=C1)[N+](=O)[O-])C(N)=S ((±)-8-Methyl-5-(4-nitrophenyl)-7-thiocarbamoyl-8,9-dihydro-7H-1,3-dioxolo[4,5-h][2,3]benzodiazepine), COC(C(C)Br)OC (2-bromopropionaldehyde dimethyl acetal), CN(C=O)C (dimethylformamide). The solvent is O (water). Reaction conditions: temperature 90 celsius, time 1.5 hour. The product is CC1N(N=C(C2=C(C1)C=C1C(=C2)OCO1)C1=CC=C(C=C1)[N+](=O)[O-])C=1SC(=CN1)C ((±)-8-Methyl-7-(5-methyl-thiazol-2-yl)-5-(4-nitrophenyl)-8,9-dihydro-7H-1,3-dioxolo[4,5-h][2,3]benzodiazepine). Isolated yield 65.6%. As a reaction SMILES: [CH3:1][CH:2]1[CH2:8][C:7]2[CH:9]=[C:10]3[O:15][CH2:14][O:13][C:11]3=[CH:12][C:6]=2[C:5]([C:16]2[CH:21]=[CH:20][C:19]([N+:22]([O-:24])=[O:23])=[CH:18][CH:17]=2)=[N:4][N:3]1[C:25](=[S:27])[NH2:26].CO[CH:30](OC)[CH:31](Br)[CH3:32].CN(C)C=O>O>[CH3:1][CH:2]1[CH2:8][C:7]2[CH:9]=[C:10]3[O:15][CH2:14][O:13][C:11]3=[CH:12][C:6]=2[C:5]([C:16]2[CH:17]=[CH:18][C:19]([N+:22]([O-:24])=[O:23])=[CH:20][CH:21]=2)=[N:4][N:3]1[C:25]1[S:27][C:31]([CH3:32])=[CH:30][N:26]=1. Procedure: A mixture of 1.50 g (3.90 mmol) of starting material I, 3.57 g (19.50 mmol) of 2-bromopropionaldehyde dimethyl acetal and 15 ml of dimethylformamide was stirred at 90° C. for 1.5 h. Then the reaction mixture was diluted with water and the crude product obtained was purified by column chromatography using silica gel (MN Kieselgel 60; Macherey-Nagel, Düren, Germany) as adsorbent and a mixture of toluene-ethyl acetate (16:1) as eluent to yield 1.08 g (66%) of the title compound; Mp.: 193-195° C. As a reaction SMILES: [Br:10][c:11]1[cH:12][cH:13][cH:14][cH:15][cH:16]1.[C:30]([O-:31])(=[O:32])[CH3:33].[C:35]([O-:36])(=[O:37])[CH3:38].[CH3:17][C:18]([CH3:19])([O-:20])[CH3:21].[CH3:1][c:2]1[cH:3][cH:4][c:5]([NH2:6])[cH:7][c:8]1[CH3:9].[CH3:23][c:24]1[cH:25][cH:26][cH:27][cH:28][cH:29]1.[Na+:22].[Pd+2:34]>>[CH3:1][c:2]1[cH:3][cH:4][c:5]([NH:6][c:11]2[cH:12][cH:13][cH:14][cH:15][cH:16]2)[cH:7][c:8]1[CH3:9]. Yields the product Cc1ccc(Nc2ccccc2)cc1C. The reactants are Brc1ccccc1, CC(=O)[O-], CC(=O)[O-], CC(C)(C)[O-], Cc1ccc(N)cc1C, Cc1ccccc1, [Na+], [Pd+2]. The reactants are ClCC=1OC(=NN1)C1=CC=C(C=C1)I (2-Chloromethyl-5-(4-iodophenyl)-[1,3,4]oxadiazole), ClCC=1OC(=NN1)C1=CC=C(C=C1)I (2-Chloromethyl-5-(4-iodophenyl)-[1,3,4]oxadiazole), [I-].[K+] (potassium iodide), N1CCOCC1 (morpholine). Conditions: temperature 20 celsius, time 18 hour. Yields the product IC1=CC=C(C=C1)C1=NN=C(O1)CN1CCOCC1 (4-[5-(4-Iodophenyl)-[1,3,4]oxadiazol-2-ylmethyl]-morpholine). Reaction SMILES: Cl[CH2:2][C:3]1[O:4][C:5]([C:8]2[CH:13]=[CH:12][C:11]([I:14])=[CH:10][CH:9]=2)=[N:6][N:7]=1.[I-].[K+].[NH:17]1[CH2:22][CH2:21][O:20][CH2:19][CH2:18]1>>[I:14][C:11]1[CH:12]=[CH:13][C:8]([C:5]2[O:4][C:3]([CH2:2][N:17]3[CH2:22][CH2:21][O:20][CH2:19][CH2:18]3)=[N:7][N:6]=2)=[CH:9][CH:10]=1 |f:1.2|. Procedure: 2-Chloromethyl-5-(4-iodophenyl)-[1,3,4]oxadiazole (Intermediate 7) (48 mg, 0.15 mmol) and potassium iodide (25 mg, 0.15 mmol) were dissolved in morpholine (2 ml) and stirred for 18 hours at 20° C. The amine was then removed in vacuo and the product was purified on a 10 g silica SPE cartridge (stepped solvent gradient 80:20 ethyl acetate:cyclohexane, 100% ethyl acetate, 95:5 ethyl acetate:methanol).